From a dataset of the Open Reaction Database (ORD), a public repository of structured organic reaction records. describe an organic reaction: reactants, conditions, products, and yield Reactants: C(#C)C1=CC=C(C(C=O)=C1)O (5-ethynylsalicylaldehyde), O=C1C(O)=C([O-])[C@H](O1)[C@@H](O)CO.[Na+] (Sodium L-ascorbate), C(C1=CC=CC=C1)N=[N+]=[N-] (benzyl azide), CC(C)(C)O (t-BuOH). The reagents and catalysts are O.O.O.O.O.S(=O)(=O)([O-])[O-].[Cu+2] (copper (II) sulfate pentahydrate). Run in O (H2O), O (H2O). Run at time 8 hour. Yields the product C(C1=CC=CC=C1)N1N=NC(=C1)C=1C=CC(=C(C=O)C1)O (5-(1-benzyl-1H-1,2,3-triazol-4-yl)-2-hydroxybenzaldehyde). The yield is 50.0%. RXN SMILES: [C:1]([C:3]1[CH:10]=[C:7]([CH:8]=[O:9])[C:6]([OH:11])=[CH:5][CH:4]=1)#[CH:2].[CH2:12]([N:19]=[N+:20]=[N-:21])[C:13]1[CH:18]=[CH:17][CH:16]=[CH:15][CH:14]=1.CC(O)(C)C.O=C1O[C@H]([C@H](CO)O)C([O-])=C1O.[Na+]>O.O.O.O.O.O.S([O-])([O-])(=O)=O.[Cu+2]>[CH2:12]([N:19]1[CH:2]=[C:1]([C:3]2[CH:4]=[CH:5][C:6]([OH:11])=[C:7]([CH:10]=2)[CH:8]=[O:9])[N:21]=[N:20]1)[C:13]1[CH:18]=[CH:17][CH:16]=[CH:15][CH:14]=1 |f:3.4,6.7.8.9.10.11.12|. Reported procedure: 5-ethynylsalicylaldehyde (2{26}, 50 mg, 0.34 mmol, 1.0 equiv.) and benzyl azide (91 mg, 86 μL, 0.68 mmol, 2.0 equiv.) were suspended in 1:1 t-BuOH:H2O (1.2 mL). Sodium L-ascorbate (24 mg in 100 μL H2O, 0.34 mmol, 1.0 equiv.) was added, followed by copper (II) sulfate pentahydrate (67 mg in 200 μL H2O, 0.10 mmol, 0.33 equiv.). The reaction mixture was stirred at room temperature overnight. The reaction mixture was diluted with H2O (10 mL), and the aqueous layer was extracted with DCM (3×10 mL). T... Starting materials: O=C1CCC(=O)N1Br, ClCCl, CC(C)(C)OC(=O)N1CCc2c(cnc3[nH]ncc23)C1. The product is CC(C)(C)OC(=O)N1CCc2c(cnc3[nH]nc(Br)c23)C1. Reaction SMILES: [Br:21][N:22]1[C:23](=[O:24])[CH2:25][CH2:26][C:27]1=[O:28].[Cl:29][CH2:30][Cl:31].[cH:1]1[n:2][nH:3][c:4]2[n:5][cH:6][c:7]3[c:12]([c:13]12)[CH2:11][CH2:10][N:9]([C:14](=[O:15])[O:16][C:17]([CH3:18])([CH3:19])[CH3:20])[CH2:8]3>>[c:1]1([Br:21])[n:2][nH:3][c:4]2[n:5][cH:6][c:7]3[c:12]([c:13]12)[CH2:11][CH2:10][N:9]([C:14](=[O:15])[O:16][C:17]([CH3:18])([CH3:19])[CH3:20])[CH2:8]3. Starting materials: BrCCCCl (1-bromo-3-chloropropane), solution, C[Si](C)(C)[N-][Si](C)(C)C.[K+] (potassium bis(trimethylsilyl)amide), FC1=C(C=CC=C1)C(C#N)C(C)C (2-fluoro-α-(1-methylethyl) benzeneacetonitrile). Solvent: O1CCCC1 (tetrahydrofuran), O1CCCC1 (tetrahydrofuran). Product: FC1=C(C=CC=C1)C(C#N)(CCCCl)C(C)C ((±)-2-fluoro-α-(1-methylethyl)-α-(3-chloropropyl)-benzeneacetonitrile). Yield: 83.8%. As a reaction SMILES: C[Si]([N-][Si](C)(C)C)(C)C.[K+].[F:11][C:12]1[CH:17]=[CH:16][CH:15]=[CH:14][C:13]=1[CH:18]([CH:21]([CH3:23])[CH3:22])[C:19]#[N:20].Br[CH2:25][CH2:26][CH2:27][Cl:28]>O1CCCC1>[F:11][C:12]1[CH:17]=[CH:16][CH:15]=[CH:14][C:13]=1[C:18]([CH:21]([CH3:23])[CH3:22])([CH2:25][CH2:26][CH2:27][Cl:28])[C:19]#[N:20] |f:0.1|. Reported procedure: To a mixture of a 0.5 M solution of potassium bis(trimethylsilyl)amide (12.4 mL and tetrahydrofuran (44 mL) stirring at −78° under argon was added dropwise a solution of the title product of Example 8, Step (a) (1.00 g) in tetrahydrofuran (2 mL). After stirring at −78° for 0.5 hour, 1-bromo-3-chloropropane (1.3 g) was added, and the mixture was stirred while being permitted to warm to room temperature. The mixture was partitioned between diethyl ether and saturated aqueous ammonium chloride, the... The reactants are O=C([O-])[O-], CN(C)C=O, O=C1c2c(Cl)cccc2-n2cnc(C(=O)n3ccnc3)c2C2CCCN12, [K+], [K+], O, Oc1cccc(Cl)c1. As a reaction SMILES: [C:27](=[O:28])([O-:29])[O-:30].[CH3:41][N:42]([CH3:43])[CH:44]=[O:45].[Cl:1][c:2]1[cH:3][cH:4][cH:5][c:6]2[c:7]1[C:8](=[O:26])[N:9]1[CH:10]([c:11]3[n:12]-2[cH:13][n:14][c:15]3[C:16](=[O:17])[n:18]2[cH:19][cH:20][n:21][cH:22]2)[CH2:23][CH2:24][CH2:25]1.[K+:31].[K+:32].[OH2:46].[OH:33][c:34]1[cH:35][cH:36][cH:37][c:38]([Cl:39])[cH:40]1>>[Cl:1][c:2]1[cH:3][cH:4][cH:5][c:6]2[c:7]1[C:8](=[O:26])[N:9]1[CH:10]([c:11]3[n:12]-2[cH:13][n:14][c:15]3[C:16](=[O:17])[O:33][c:34]2[cH:35][cH:36][cH:37][c:38]([Cl:39])[cH:40]2)[CH2:23][CH2:24][CH2:25]1. Yields the product O=C(Oc1cccc(Cl)c1)c1ncn2c1C1CCCN1C(=O)c1c(Cl)cccc1-2. Starting materials: C1(=CC=CC=C1)C1=CC=C(C=C1)O (4-phenylphenol), [H-].[Na+] (sodium hydride), O (water), ClCC#N (chloroacetonitrile). Run in CN(C)C=O (DMF). Run at temperature 70 celsius. Product: C1(=CC=C(C=C1)OCC#N)C1=CC=CC=C1 ([1,1'-biphenyl]-4yloxyacetonitrile). RXN SMILES: [C:1]1([C:7]2[CH:12]=[CH:11][C:10]([OH:13])=[CH:9][CH:8]=2)[CH:6]=[CH:5][CH:4]=[CH:3][CH:2]=1.[H-].[Na+].Cl[CH2:17][C:18]#[N:19].O>CN(C=O)C>[C:7]1([C:1]2[CH:2]=[CH:3][CH:4]=[CH:5][CH:6]=2)[CH:8]=[CH:9][C:10]([O:13][CH2:17][C:18]#[N:19])=[CH:11][CH:12]=1 |f:1.2|. Reported procedure: To a solution of 4-phenylphenol (3.4 g, 20 mmol) in DMF (75 ml) was added sodium hydride (0.88 g of a 60% dispersion in oil, 22 mmol). The mixture was stirred at 70° C. under nitrogen until a clear solution was obtained, then cooled to 50° C. To the mixture was added chloroacetonitrile (1.5 ml, 24 mmol). A precipitate formed immediately. The mixture was cooled to room temperature, poured into water (300 ml), and extracted with ether. The ether extracts were dried (MgsO4), filtered and evaporated... Starting materials: O=C1C(CN(C2=C(N1)C=CC=C2)C2CCCCC2)NC(=O)NC2=CC(=CC=C2)C(=O)OCC2=CC=CC=C2 (1-(2-oxo-5-cyclohexyl-1,3,4,5-tetrahydro-2H-1,5-benzodiazepin-3-yl)-3-(3-benzyloxycarbonylphenyl)urea), Ice water, C(C)(C)(C)OC(CBr)=O.C(C)(C)(C)OC(=O)CN1C(C(CN(C2=C1C=CC=C2)C2CCCCC2)NC(=O)NC2=CC(=CC=C2)C(=O)OCC2=CC=CC=C2)=O (1-(1-tert-butoxycarbonylmethyl-2-oxo-5-cyclohexyl-1,3,4,5-tetrahydro-2H-1,5-benzodiazepin-3-yl)-3-(3-benzyloxycarbonylphenyl)urea Tert-butyl bromoacetate), [I-].[K+] (potassium iodide), C([O-])([O-])=O.[K+].[K+] (potassium carbonate). Reagents/catalysts: [Br-].C(CCC)[N+](CCCC)(CCCC)CCCC (tetra n-butylammonium bromide). The solvent is CS(=O)C (dimethylsulfoxide). Run at time 1 hour. Yields the product C(C)(C)(C)OC(=O)CN1C(C(CN(C2=C1C=CC=C2)C2CCCCC2)NC(NC=2C=C(C(=O)O)C=CC2)=O)=O (3-[3-(1-tert-butoxycarbonylmethyl-2-oxo-5-cyclohexyl-1,3,4,5-tetrahydro-2H-1,5-benzodiazepin-3-yl)ureido]benzoic acid). The yield is 295.3%. As a reaction SMILES: C(OC(=O)CBr)(C)(C)C.[C:10]([O:14][C:15]([CH2:17][N:18]1[C:24]2[CH:25]=[CH:26][CH:27]=[CH:28][C:23]=2[N:22]([CH:29]2[CH2:34][CH2:33][CH2:32][CH2:31][CH2:30]2)[CH2:21][CH:20]([NH:35][C:36]([NH:38][C:39]2[CH:44]=[CH:43][CH:42]=[C:41]([C:45]([O:47]CC3C=CC=CC=3)=[O:46])[CH:40]=2)=[O:37])[C:19]1=[O:55])=[O:16])([CH3:13])([CH3:12])[CH3:11].[I-].[K+].C(=O)([O-])[O-].[K+].[K+].O=C1NC2C=CC=CC=2N(C2CCCCC2)CC1NC(NC1C=CC=C(C(OCC2C=CC=CC=2)=O)C=1)=O>[Br-].C([N+](CCCC)(CCCC)CCCC)CCC.CS(C)=O>[C:10]([O:14][C:15]([CH2:17][N:18]1[C:24]2[CH:25]=[CH:26][CH:27]=[CH:28][C:23]=2[N:22]([CH:29]2[CH2:34][CH2:33][CH2:32][CH2:31][CH2:30]2)[CH2:21][CH:20]([NH:35][C:36](=[O:37])[NH:38][C:39]2[CH:40]=[C:41]([CH:42]=[CH:43][CH:44]=2)[C:45]([OH:47])=[O:46])[C:19]1=[O:55])=[O:16])([CH3:13])([CH3:11])[CH3:12] |f:0.1,2.3,4.5.6,8.9|. Procedure details: Preparation of 1-(1-tert-butoxycarbonylmethyl-2-oxo-5-cyclohexyl-1,3,4,5-tetrahydro-2H-1,5-benzodiazepin-3-yl)-3-(3-benzyloxycarbonylphenyl)urea Tert-butyl bromoacetate (503 mg), potassium iodide (23 ml), tetra n-butylammonium bromide (23 mg) and potassium carbonate (713 mg) were added to a solution of 1-(2-oxo-5-cyclohexyl-1,3,4,5-tetrahydro-2H-1,5-benzodiazepin-3-yl)-3-(3-benzyloxycarbonylphenyl)urea (800 mg) in dimethylsulfoxide (10 ml), the mixture was stirred at room temperature for one hou... Procedure: The compound is prepared from the evaporation residue obtained in Example 26 and 42.9 g of 1-bromo-4-(2-morpholinoethoxy)benzene according to the procedure described in Example 1(c). Yields the product C(C)OC(CC(C(O)(C1=CC=C(C=C1)OCCN1CCOCC1)C1=CC=CC=C1)C1=CC=CC=C1)OCC (4,4-diethoxy-1,2-diphenyl-1-[4-(2-morpholinoethoxy)phenyl]butan-1-ol). Reactants: C(C)OC(CC(C(=O)C1=CC=CC=C1)C1=CC=CC=C1)OCC (4,4-diethoxy-1,2-diphenylbutan-1-one), BrC1=CC=C(C=C1)OCCN1CCOCC1 (1-bromo-4-(2-morpholinoethoxy)benzene). As a reaction SMILES: [CH2:1]([O:3][CH:4]([O:21][CH2:22][CH3:23])[CH2:5][CH:6]([C:15]1[CH:20]=[CH:19][CH:18]=[CH:17][CH:16]=1)[C:7]([C:9]1[CH:14]=[CH:13][CH:12]=[CH:11][CH:10]=1)=[O:8])[CH3:2].Br[C:25]1[CH:30]=[CH:29][C:28]([O:31][CH2:32][CH2:33][N:34]2[CH2:39][CH2:38][O:37][CH2:36][CH2:35]2)=[CH:27][CH:26]=1>>[CH2:22]([O:21][CH:4]([O:3][CH2:1][CH3:2])[CH2:5][CH:6]([C:15]1[CH:20]=[CH:19][CH:18]=[CH:17][CH:16]=1)[C:7]([C:9]1[CH:10]=[CH:11][CH:12]=[CH:13][CH:14]=1)([C:25]1[CH:30]=[CH:29][C:28]([O:31][CH2:32][CH2:33][N:34]2[CH2:39][CH2:38][O:37][CH2:36][CH2:35]2)=[CH:27][CH:26]=1)[OH:8])[CH3:23].